This data is from the Open Reaction Database (ORD), a public repository of structured organic reaction records. The task is: describe an organic reaction: reactants, conditions, products, and yield Starting materials: [N+](=O)([O-])C1=CC=2C3C(C(NC2C=C1)=S)CCC3 (8-nitro-1,2,3,3a,5,9b-hexahydrocyclopenta[c]quinoline-4-thione), N (ammonia). Product: NC1=NC=2C=CC(=CC2C2C1CCC2)[N+](=O)[O-] (4-Amino-8-nitro-2,3,3a,9b-tetrahydro-1H-cyclopenta[c]quinoline). Yield: 76.0%. Reaction SMILES: [N+:1]([C:4]1[CH:13]=[CH:12][C:11]2[NH:10][C:9](=S)[CH:8]3[CH2:15][CH2:16][CH2:17][CH:7]3[C:6]=2[CH:5]=1)([O-:3])=[O:2].[NH3:18]>>[NH2:18][C:9]1[CH:8]2[CH2:15][CH2:16][CH2:17][CH:7]2[C:6]2[CH:5]=[C:4]([N+:1]([O-:3])=[O:2])[CH:13]=[CH:12][C:11]=2[N:10]=1. Procedure details: As described for Example 4, 8-nitro-1,2,3,3a,5,9b-hexahydrocyclopenta[c]quinoline-4-thione (100 mg, 0.40 mmol) is reacted with 7N methanolic ammonia solution (15 ml) to form 70 mg (76%) of product. The reactants are BrC=1SC=C(C1)Br (2,4-dibromothiophene), C(C)(C)(C)[Si](OC1CCC2=C(C=CC=C12)B1OC(C(O1)(C)C)(C)C)(C)C (tert-butyldimethyl((4-(4,4,5,5-tetramethyl-1,3,2-dioxaborolan-2-yl)-2,3-dihydro-1H-inden-1-yl)oxy)silane), C([O-])([O-])=O.[K+].[K+] (potassium carbonate). Reagents/catalysts: C=1C=CC(=CC1)[P](C=2C=CC=CC2)(C=3C=CC=CC3)[Pd]([P](C=4C=CC=CC4)(C=5C=CC=CC5)C=6C=CC=CC6)([P](C=7C=CC=CC7)(C=8C=CC=CC8)C=9C=CC=CC9)[P](C=1C=CC=CC1)(C=1C=CC=CC1)C=1C=CC=CC1 (Pd(PPh3)4). Solvent: COCCOC.O (DME H2O). Product: BrC=1C=C(SC1)C1=C2CCC(C2=CC=C1)O[Si](C)(C)C(C)(C)C (((4-(4-bromothiophen-2-yl)-2,3-dihydro-1H-inden-1-yl)oxy)(tert-butyl)dimethylsilane). As a reaction SMILES: Br[C:2]1[S:3][CH:4]=[C:5]([Br:7])[CH:6]=1.[C:8]([Si:12]([CH3:33])([CH3:32])[O:13][CH:14]1[C:22]2[C:17](=[C:18](B3OC(C)(C)C(C)(C)O3)[CH:19]=[CH:20][CH:21]=2)[CH2:16][CH2:15]1)([CH3:11])([CH3:10])[CH3:9].C(=O)([O-])[O-].[K+].[K+]>C1C=CC([P]([Pd]([P](C2C=CC=CC=2)(C2C=CC=CC=2)C2C=CC=CC=2)([P](C2C=CC=CC=2)(C2C=CC=CC=2)C2C=CC=CC=2)[P](C2C=CC=CC=2)(C2C=CC=CC=2)C2C=CC=CC=2)(C2C=CC=CC=2)C2C=CC=CC=2)=CC=1.COCCOC.O>[Br:7][C:5]1[CH:6]=[C:2]([C:18]2[CH:19]=[CH:20][CH:21]=[C:22]3[C:17]=2[CH2:16][CH2:15][CH:14]3[O:13][Si:12]([C:8]([CH3:11])([CH3:10])[CH3:9])([CH3:32])[CH3:33])[S:3][CH:4]=1 |f:2.3.4,6.7,^1:43,45,64,83|. Procedure: Prepared using General Procedure 1. A 2 mL microwave vial was charged with 2,4-dibromothiophene (15 mg, 0.06 mmol), tert-butyldimethyl((4-(4,4,5,5-tetramethyl-1,3,2-dioxaborolan-2-yl)-2,3-dihydro-1H-inden-1-yl)oxy)silane IND INT-8 (23 mg, 0.06 mmol), potassium carbonate (26 mg, 0.18 mmol) and 3:1 mixture of DME/H2O (2 mL). The reaction mixture was degassed by bubbling N2 through the stirred solution for 10 min. Pd(PPh3)4 (5 mg, 0.004 mmol) was added and the solution degassed for an additional 2 ... The product is CNC1=C(C=C(C=C1)OCC1=CC=CC=C1)C (N-Methyl-4-benzyloxy-2-methylaniline). As a reaction SMILES: [CH2:1]([O:8][C:9]1[CH:15]=[CH:14][C:12]([NH2:13])=[C:11]([CH3:16])[CH:10]=1)[C:2]1[CH:7]=[CH:6][CH:5]=[CH:4][CH:3]=1.N1(CO)C2C=CC=C[C:20]=2N=N1.[BH4-].[Na+].O>CN(C)C=O.CO.C(OCC)(=O)C>[CH3:20][NH:13][C:12]1[CH:14]=[CH:15][C:9]([O:8][CH2:1][C:2]2[CH:3]=[CH:4][CH:5]=[CH:6][CH:7]=2)=[CH:10][C:11]=1[CH3:16] |f:2.3|. Isolated yield 62.5%. The solvent is C(C)(=O)OCC (ethyl acetate), CN(C=O)C (N,N-dimethylformamide), CO (methanol), CN(C=O)C (N,N-Dimethylformamide). The reactants are C(C1=CC=CC=C1)OC1=CC(=C(N)C=C1)C (4-benzyloxy-2-methylaniline), N1(N=NC2=C1C=CC=C2)CO (1H-benzotriazole-1-methanol), O (Water), [BH4-].[Na+] (sodium borohydride). Reported procedure: After dissolving 4-benzyloxy-2-methylaniline (6.55 g, 30.72 mmol) in N,N-dimethylformamide (10 ml) and methanol (60 ml), 1H-benzotriazole-1-methanol (4.58 g, 30.72 mmol) was added and the mixture was stirred for 30 minutes at room temperature. N,N-Dimethylformamide (20 ml) was added for complete dissolution of the precipitated crystals, sodium borohydride (2.32 g, 61.44 mmol) was added in small portions at a time at room temperature (internal temperature increase), and the mixture was stirred fo... Conditions: time 30 minute. Reaction SMILES: [Br:1][c:2]1[cH:3][c:4]([CH3:12])[n:5][c:6]2[cH:7][cH:8][cH:9][cH:10][c:11]12.[CH2:31]1[O:32][CH2:33][CH2:34][CH2:35]1.[CH3:13][CH2:14][CH2:15][CH2:16][Li:17].[CH:18](=[O:19])[c:20]1[cH:21][cH:22][c:23]([C:24](=[O:25])[O:26][CH3:27])[cH:28][cH:29]1.[Li:30]>>[c:2]1([CH:18]([OH:19])[c:20]2[cH:21][cH:22][c:23]([C:24](=[O:25])[O:26][CH3:27])[cH:28][cH:29]2)[cH:3][c:4]([CH3:12])[n:5][c:6]2[cH:7][cH:8][cH:9][cH:10][c:11]12. Reactants: Cc1cc(Br)c2ccccc2n1, C1CCOC1, [Li]CCCC, COC(=O)c1ccc(C=O)cc1, [Li]. Product: COC(=O)c1ccc(C(O)c2cc(C)nc3ccccc23)cc1. The product is C(N)(=O)C1=CC=C(C=C1)NC(=O)[C@H]1N[C@@H]([C@@]([C@@H]1C1=C(C(=CC=C1)Cl)F)(C#N)C1=C(C=C(C=C1)Cl)F)CC(C)(C)C ((2S,3R,4S,5R)-3-(3-chloro-2-fluoro-phenyl)-4-(4-chloro-2-fluoro-phenyl)-4-cyano-5-(2,2-dimethyl-propyl)-pyrrolidine-2-carboxylic acid (4-carbamoyl-phenyl)-amide). Reaction SMILES: [C:1]([C:4]1[CH:9]=[CH:8][C:7]([NH:10][C:11]([CH:13]2[CH:17]([C:18]3[CH:23]=[CH:22][CH:21]=[C:20]([Cl:24])[C:19]=3[F:25])[C:16]([C:28]3[CH:33]=[CH:32][C:31]([Cl:34])=[CH:30][C:29]=3[F:35])([C:26]#[N:27])[CH:15]([CH2:36][C:37]([CH3:40])([CH3:39])[CH3:38])[NH:14]2)=[O:12])=[CH:6][CH:5]=1)(=[O:3])[NH2:2]>CO>[C:1]([C:4]1[CH:9]=[CH:8][C:7]([NH:10][C:11]([C@@H:13]2[C@@H:17]([C:18]3[CH:23]=[CH:22][CH:21]=[C:20]([Cl:24])[C:19]=3[F:25])[C@@:16]([C:28]3[CH:33]=[CH:32][C:31]([Cl:34])=[CH:30][C:29]=3[F:35])([C:26]#[N:27])[C@@H:15]([CH2:36][C:37]([CH3:40])([CH3:39])[CH3:38])[NH:14]2)=[O:12])=[CH:6][CH:5]=1)(=[O:3])[NH2:2]. Procedure details: Rac (2S,3R,4S,5R)-3-(3-Chloro-2-fluoro-phenyl)-4-(4-chloro-2-fluoro-phenyl)-4-cyano-5-(2,2-dimethyl-propyl)-pyrrolidine-2-carboxylic acid (4-carbamoyl-phenyl)-amide (475 mg) was resolved on Berger SFC system under 30° C., 100 Bar, 35% MeOH on a O.D. Column to give two peaks. Peak 1, undesired, 38 mg white solid; Peak 2, desired, 38 mg white solid; Starting materials: C(N)(=O)C1=CC=C(C=C1)NC(=O)C1NC(C(C1C1=C(C(=CC=C1)Cl)F)(C#N)C1=C(C=C(C=C1)Cl)F)CC(C)(C)C (Rac (2S,3R,4S,5R)-3-(3-Chloro-2-fluoro-phenyl)-4-(4-chloro-2-fluoro-phenyl)-4-cyano-5-(2,2-dimethyl-propyl)-pyrrolidine-2-carboxylic acid (4-carbamoyl-phenyl)-amide), white solid, white solid. Solvent: CO (MeOH). Starting materials: CN, CCO, CCOC(=O)C=C(C)C. Yields the product CCOC(=O)CC(C)(C)NC. As a reaction SMILES: [CH3:10][NH2:11].[CH3:12][CH2:13][OH:14].[CH3:1][C:2](=[CH:3][C:4](=[O:5])[O:6][CH2:7][CH3:8])[CH3:9]>>[CH3:1][C:2]([CH2:3][C:4](=[O:5])[O:6][CH2:7][CH3:8])([CH3:9])[NH:11][CH3:10]. Starting materials: C(CCCCCCCCC=C)OC1=CC=C(C(=O)OC2=CC=C(C(=O)OC3=CC(=CC=C3)OC(C3=CC=C(C=C3)OC(C3=CC=C(C=C3)OCCCCCCCCCC=C)=O)=O)C=C2)C=C1 (1,3-Phenylene bis(4-(4-(undec-10-enyloxy)benzoyloxy)benzoate)), C1CCC(CC1)N=C=NC2CCCCC2 (DCC), C1(O)=CC(O)=CC=C1 (resorcinol), C(CCCCCCCCCCC)OC1=CC=C(C(=O)OC2=CC=C(C(=O)O)C=C2)C=C1 (4-(4-(Dodecyloxy)benzoyloxy)benzoic acid). Reagents/catalysts: CN(C)C=1C=CN=CC1 (DMAP). Solvent: CC(OCC)=O (EA). Yields the product C(CCCCCCCCCCC)OC1=CC=C(C(=O)OC2=CC=C(C(=O)OC3=CC(=CC=C3)OC(C3=CC=C(C=C3)OC(C3=CC=C(C=C3)OCCCCCCCCCCCC)=O)=O)C=C2)C=C1 (1,3-Phenylene bis(4-(4-(dodecyloxy)benzoyloxy)benzoate)). As a reaction SMILES: [CH2:1]([O:12][C:13]1[CH:66]=[CH:65][C:16]([C:17]([O:19][C:20]2[CH:64]=[CH:63][C:23]([C:24]([O:26][C:27]3[CH:32]=[CH:31][CH:30]=[C:29](OC(=O)C4C=CC(OC(=O)C5C=CC(OCCCCCCCCCC=C)=CC=5)=CC=4)[CH:28]=3)=[O:25])=[CH:22][CH:21]=2)=[O:18])=[CH:15][CH:14]=1)[CH2:2][CH2:3][CH2:4][CH2:5][CH2:6][CH2:7][CH2:8][CH2:9][CH:10]=[CH2:11].[C:67]1(C=CC=C(O)C=1)O.[CH2:75]([O:87][C:88]1[CH:105]=[CH:104][C:91]([C:92]([O:94][C:95]2[CH:103]=[CH:102][C:98]([C:99]([OH:101])=[O:100])=[CH:97][CH:96]=2)=[O:93])=[CH:90][CH:89]=1)[CH2:76][CH2:77][CH2:78][CH2:79][CH2:80][CH2:81][CH2:82][CH2:83][CH2:84][CH2:85][CH3:86].C1CCC(N=C=NC2CCCCC2)CC1>CN(C1C=CN=CC=1)C.CC(=O)OCC>[CH2:75]([O:87][C:88]1[CH:105]=[CH:104][C:91]([C:92]([O:94][C:95]2[CH:103]=[CH:102][C:98]([C:99]([O:101][C:31]3[CH:30]=[CH:29][CH:28]=[C:27]([O:26][C:24](=[O:25])[C:23]4[CH:22]=[CH:21][C:20]([O:19][C:17](=[O:18])[C:16]5[CH:65]=[CH:66][C:13]([O:12][CH2:1][CH2:2][CH2:3][CH2:4][CH2:5][CH2:6][CH2:7][CH2:8][CH2:9][CH2:10][CH2:11][CH3:67])=[CH:14][CH:15]=5)=[CH:64][CH:63]=4)[CH:32]=3)=[O:100])=[CH:97][CH:96]=2)=[O:93])=[CH:90][CH:89]=1)[CH2:76][CH2:77][CH2:78][CH2:79][CH2:80][CH2:81][CH2:82][CH2:83][CH2:84][CH2:85][CH3:86]. Reported procedure: 1,3-Phenylene bis(4-(4-(undec-10-enyloxy)benzoyloxy)benzoate) (BC3). Synthesized as described for the preparation of compound BC1. Quantities: resorcinol (0.13 g, 1.1 mmol), 17 (0.92 g, 2.2 mmol), DMAP (0.03 g, 0.2 mmol), DCC (0.92 g, 4.5 mmol). Yield 0.72 g (71%). EA: Found: C, 74.88; H, 7.22.C56H62O10 requires C, 75.14; H, 6.98%. 1H NMR: δH (CDCl3; 300 MHz): 1.24-1.43 (24 H, m, CH2), 1.84 (4 H, m, O—CH2—CH2—), 2.04 (4 H, m, CH2—CH═CH2), 4.06 (4 H, t, 3J=6.5 Hz, O—CH2), 4.95 (4 H, m, CH═CH2), 5...